This data is from the Open Reaction Database (ORD), a public repository of structured organic reaction records. The task is: describe an organic reaction: reactants, conditions, products, and yield Reactants: COC(=O)C=1NC2=CC=CC(=C2C1)OC (4-methoxy-1H-indole-2-carboxylic acid methyl ester), [OH-].[K+] (potassium hydroxide). Run in CCO (EtOH). Run at time 16 hour. Yields the product COC1=C2C=C(NC2=CC=C1)C(=O)O (4-methoxy-1H-indole-2-carboxylic acid). The yield is 89.0%. RXN SMILES: C[O:2][C:3]([C:5]1[NH:6][C:7]2[C:12]([CH:13]=1)=[C:11]([O:14][CH3:15])[CH:10]=[CH:9][CH:8]=2)=[O:4].[OH-].[K+]>CCO>[CH3:15][O:14][C:11]1[CH:10]=[CH:9][CH:8]=[C:7]2[C:12]=1[CH:13]=[C:5]([C:3]([OH:4])=[O:2])[NH:6]2 |f:1.2|. Procedure details: A mixture of 4-methoxy-1H-indole-2-carboxylic acid methyl ester (0.448 g, 2.18 mmol) in potassium hydroxide (0.612 g, 10.9 mmol) and EtOH (111 mL) was stirred at ambient temperature for about 16 h. The reaction mixture was concentrated in vacuo and the residue portioned between water (10 mL) and Et2O (10 mL). The aqueous portion was separated and acidified by the addition of 1N aqueous HCl, then extracted with Et2O (2×10 mL). The combined organic extracts were washed with brine (10 mL), dried ov... Reactants: C(C)(C)(C)N1N=CC(=C(C1=O)C)Cl (2-t-butyl-5-chloro-4-methyl-3(2H)-pyridazinone), [SH-].[Na+] (sodium hydrosulfide), ice water. Solvent: C(C)O (ethanol). Conditions: time 4 hour. The product is C(C)(C)(C)N1N=CC(=C(C1=O)C)S (2-t-butyl-5-mercapto-4-methyl-3(2H)-pyridazinone). Isolated yield 96.7%. Reaction SMILES: [C:1]([N:5]1[C:10](=[O:11])[C:9]([CH3:12])=[C:8](Cl)[CH:7]=[N:6]1)([CH3:4])([CH3:3])[CH3:2].[SH-:14].[Na+]>C(O)C>[C:1]([N:5]1[C:10](=[O:11])[C:9]([CH3:12])=[C:8]([SH:14])[CH:7]=[N:6]1)([CH3:4])([CH3:3])[CH3:2] |f:1.2|. Reported procedure: To 75 ml of ethanol were added 17.0 g (0.085 mol) of 2-t-butyl-5-chloro-4-methyl-3(2H)-pyridazinone and 8.5 g (0.106 mol) of 70% sodium hydrosulfide and the mixture was stirred under reflax for 4 hours. After cooling, the mixture was poured into 300 ml of ice water and extracted with 200 ml of ethyl ether. The ether layer was washed with 100 ml of water, dried over anhydrous sodium sulfate and then freed of solvent by distillation to obtain 16.3 g of a crude product. The reactants are FC1=CC=C(C=C1)OC1=CC=C(C=N1)C(=O)N(C1=CC=C(C=C1)CN1C[C@@H](N(CC1)C(=O)OC(C)(C)C)C)CCOC (1,1-Dimethylethyl (2S)-4-[(4-{({6-[(4-fluorophenyl)oxy]-3-pyridinyl}carbonyl)[2-(methyloxy)ethyl]amino}phenyl)methyl]-2-methyl-1-piperazine carboxylate). Reagents/catalysts: O (water). The solvent is Cl (HCl), O1CCOCC1 (dioxane). Run at time 2 hour. The product is FC1=CC=C(C=C1)OC1=CC=C(C=N1)C(=O)N(C1=CC=C(C=C1)CN1C[C@@H](NCC1)C)CCOC (6-[(4-Fluorophenyl)oxy]-N-[2-(methyloxy)ethyl]-N-(4-{[(3S)-3-methyl-1-piperazinyl]methyl}phenyl)-3-pyridinecarboxamide). Isolated yield 107.2%. As a reaction SMILES: [F:1][C:2]1[CH:7]=[CH:6][C:5]([O:8][C:9]2[N:14]=[CH:13][C:12]([C:15]([N:17]([CH2:39][CH2:40][O:41][CH3:42])[C:18]3[CH:23]=[CH:22][C:21]([CH2:24][N:25]4[CH2:30][CH2:29][N:28](C(OC(C)(C)C)=O)[C@@H:27]([CH3:38])[CH2:26]4)=[CH:20][CH:19]=3)=[O:16])=[CH:11][CH:10]=2)=[CH:4][CH:3]=1>Cl.O1CCOCC1.O>[F:1][C:2]1[CH:7]=[CH:6][C:5]([O:8][C:9]2[N:14]=[CH:13][C:12]([C:15]([N:17]([CH2:39][CH2:40][O:41][CH3:42])[C:18]3[CH:23]=[CH:22][C:21]([CH2:24][N:25]4[CH2:30][CH2:29][NH:28][C@@H:27]([CH3:38])[CH2:26]4)=[CH:20][CH:19]=3)=[O:16])=[CH:11][CH:10]=2)=[CH:4][CH:3]=1. Procedure details: 1,1-Dimethylethyl (2S)-4-[(4-{({6-[(4-fluorophenyl)oxy]-3-pyridinyl}carbonyl)[2-(methyloxy)ethyl]amino}phenyl)methyl]-2-methyl-1-piperazine carboxylate (D119) (0.077 g, 0.13 mmol) was dissolved in 4M HCl in dioxane (5 mL). A few drops of water were added and the reaction was stirred for 2 h. The solvent was removed in vacuo and the resulting yellow oil was dissolved in MeOH and loaded onto an SCX cartridge which was eluted with DCM, MeOH and 2M NH3 in MeOH. The ammoniacal fractions were combined... Reactants: CC(C)C(NC(=O)CCc1ccccc1)[PH](=O)OC(CCCCNC(=O)OCc1ccccc1)C(=O)OCc1ccccc1, [O-][I+3]([O-])([O-])[O-], [Na+], C1COCCO1, O. Yields the product CC(C)C(NC(=O)CCc1ccccc1)P(=O)(O)OC(CCCCNC(=O)OCc1ccccc1)C(=O)OCc1ccccc1. As a reaction SMILES: [CH2:1]([c:2]1[cH:3][cH:4][cH:5][cH:6][cH:7]1)[O:8][C:9](=[O:10])[NH:11][CH2:12][CH2:13][CH2:14][CH2:15][CH:16]([C:17](=[O:18])[O:19][CH2:20][c:21]1[cH:22][cH:23][cH:24][cH:25][cH:26]1)[O:27][PH:28](=[O:29])[CH:30]([CH:31]([CH3:32])[CH3:33])[NH:34][C:35]([CH2:36][CH2:37][c:38]1[cH:39][cH:40][cH:41][cH:42][cH:43]1)=[O:44].[I+3:45]([O-:46])([O-:47])([O-:48])[O-:49].[Na+:50].[O:51]1[CH2:52][CH2:53][O:54][CH2:55][CH2:56]1.[OH2:57]>>[CH2:1]([c:2]1[cH:3][cH:4][cH:5][cH:6][cH:7]1)[O:8][C:9](=[O:10])[NH:11][CH2:12][CH2:13][CH2:14][CH2:15][CH:16]([C:17](=[O:18])[O:19][CH2:20][c:21]1[cH:22][cH:23][cH:24][cH:25][cH:26]1)[O:27][P:28](=[O:29])([CH:30]([CH:31]([CH3:32])[CH3:33])[NH:34][C:35]([CH2:36][CH2:37][c:38]1[cH:39][cH:40][cH:41][cH:42][cH:43]1)=[O:44])[OH:46].